This data is from the Open Reaction Database (ORD), a public repository of structured organic reaction records. The task is: describe an organic reaction: reactants, conditions, products, and yield Reactants: CSC1=CC=C(C=O)C=C1 (4-(Methylthio)benzaldehyde), N1(C=NC=C1)CCOC=1C=C2CCCC(C2=CC1)=O (6-(2-imidazole-1-yl-ethoxy)-3,4-dihydro-2H-naphthalen-1-one). Solvent: [OH-].[K+] (KOH), CCO (EtOH). Conditions: time 2 hour. Yields the product N1(C=NC=C1)CCOC=1C=C2CCC(C(C2=CC1)=O)=CC1=CC=C(C=C1)SC (6-(2-Imidazole-1-yl-ethoxy)-2-(4-methylsulfanyl-benzylidene)-3,4-dihydro-2H-naphthalen-1-one). As a reaction SMILES: [CH3:1][S:2][C:3]1[CH:10]=[CH:9][C:6]([CH:7]=O)=[CH:5][CH:4]=1.[N:11]1([CH2:16][CH2:17][O:18][C:19]2[CH:20]=[C:21]3[C:26](=[CH:27][CH:28]=2)[C:25](=[O:29])[CH2:24][CH2:23][CH2:22]3)[CH:15]=[CH:14][N:13]=[CH:12]1>[OH-].[K+].CCO>[N:11]1([CH2:16][CH2:17][O:18][C:19]2[CH:20]=[C:21]3[C:26](=[CH:27][CH:28]=2)[C:25](=[O:29])[C:24](=[CH:7][C:6]2[CH:9]=[CH:10][C:3]([S:2][CH3:1])=[CH:4][CH:5]=2)[CH2:23][CH2:22]3)[CH:15]=[CH:14][N:13]=[CH:12]1 |f:2.3|. Procedure details: 4-(Methylthio)benzaldehyde (0.114 g, 0.75 mmol) was added to a stirring solution of (1) (0.25 g, 0.98 mmol) in 2 mL 4% KOH in EtOH (wt/vol). The reaction stirred at room temperature for 2 hours and the resulting precipitate was collected and washed well with water and then cold iPrOH. The solid was dried in vacuo at 40° C. for 3 hours affording the title compound, 0.277 g (95%) as an off-white solid, mp 161-161.5° C.; CI-MS m/e 390 (M+), 391 (M++1);